From a dataset of the Open Reaction Database (ORD), a public repository of structured organic reaction records. describe an organic reaction: reactants, conditions, products, and yield Reactants: C(C)(C)(C)C(C(C)(C)C)=N (di-t-butylketone imine), [H-].[Al+3].[Li+].[H-].[H-].[H-] (lithium aluminum hydride), O (Water), [OH-].[Na+] (sodium hydroxide), O (water). Solvent: CCOCC (ether), CCOCC (ether). Run at time 24 hour. Product: CC(C)(C(C(C)(C)C)N)C (2,2,4,4-Tetramethyl-3-aminopentane). Reaction SMILES: [C:1]([C:5](=[NH:10])[C:6]([CH3:9])([CH3:8])[CH3:7])([CH3:4])([CH3:3])[CH3:2].[H-].[Al+3].[Li+].[H-].[H-].[H-].O.[OH-].[Na+]>CCOCC>[CH3:2][C:1]([CH3:4])([CH:5]([NH2:10])[C:6]([CH3:9])([CH3:8])[CH3:7])[CH3:3] |f:1.2.3.4.5.6,8.9|. Reported procedure: The imine (14 g.) in dry ether (50 ml.) was added to a suspension of lithium aluminum hydride (1.7 g.) in dry ether (50 ml.). The mixture was stirred at room temperature for 24 hours, refluxed two hours and cooled. Water (1.7 ml.), 15% sodium hydroxide solution (5 ml.) and water (5 ml.) were added cautiously in succession, the mixture filtered, concentrated and the residue distilled to afford the desired amine, b.p. 79°-81° C./40 mm. Reported procedure: To a 2-5 mL pressure vial was charged ethyl 2-(4-(7-(bis((2-(trimethylsilyl)ethoxy)methyl)amino)-6-bromo-3-(6-phenylpyridin-3-yl)pyrazolo[1,5-a]pyrimidin-5-yl)cyclohexyl)acetate (0.12 mmol, 95 mg), DMF (1 mL), and hydrazine monohydrate (1 mL). The pressure vial was sealed and heated to 80° C. for 18 hours. After 18 hours, the solvents were removed in vacuo and the product taken on without further purification. The solvent is CN(C)C=O (DMF). The reactants are C[Si](CCOCN(C1=C(C(=NC=2N1N=CC2C=2C=NC(=CC2)C2=CC=CC=C2)C2CCC(CC2)CC(=O)OCC)Br)COCC[Si](C)(C)C)(C)C (ethyl 2-(4-(7-(bis((2-(trimethylsilyl)ethoxy)methyl)amino)-6-bromo-3-(6-phenylpyridin-3-yl)pyrazolo[1,5-a]pyrimidin-5-yl)cyclohexyl)acetate), O.NN (hydrazine monohydrate). Conditions: temperature 80 celsius, time 18 hour. The product is NC1=CC(=NC=2N1N=CC2C=2C=NC(=CC2)C2=CC=CC=C2)C2CCC(CC2)CC(=O)NN (2-(4-(7-amino-3-(6-phenylpyridin-3-yl)pyrazolo[1,5-a]pyrimidin-5-yl)cyclohexyl)acetohydrazide). As a reaction SMILES: C[Si](C)(C)CCOC[N:7](COCC[Si](C)(C)C)[C:8]1[N:13]2[N:14]=[CH:15][C:16]([C:17]3[CH:18]=[N:19][C:20]([C:23]4[CH:28]=[CH:27][CH:26]=[CH:25][CH:24]=4)=[CH:21][CH:22]=3)=[C:12]2[N:11]=[C:10]([CH:29]2[CH2:34][CH2:33][CH:32]([CH2:35][C:36]([O:38]CC)=O)[CH2:31][CH2:30]2)[C:9]=1Br.O.[NH2:53][NH2:54]>CN(C=O)C>[NH2:7][C:8]1[N:13]2[N:14]=[CH:15][C:16]([C:17]3[CH:18]=[N:19][C:20]([C:23]4[CH:24]=[CH:25][CH:26]=[CH:27][CH:28]=4)=[CH:21][CH:22]=3)=[C:12]2[N:11]=[C:10]([CH:29]2[CH2:30][CH2:31][CH:32]([CH2:35][C:36]([NH:53][NH2:54])=[O:38])[CH2:33][CH2:34]2)[CH:9]=1 |f:1.2|. The reactants are CC(C)(C)NS(=O)(=O)c1ccc(-c2cc(-c3nc(-c4ccc(F)cc4)cc(C(F)(F)F)n3)ccn2)s1, ClCCl, O=C(O)C(F)(F)F. Yields the product NS(=O)(=O)c1ccc(-c2cc(-c3nc(-c4ccc(F)cc4)cc(C(F)(F)F)n3)ccn2)s1. As a reaction SMILES: [C:1]([CH3:2])([CH3:3])([CH3:4])[NH:5][S:6](=[O:7])(=[O:8])[c:9]1[s:10][c:11](-[c:14]2[n:15][cH:16][cH:17][c:18](-[c:20]3[n:21][c:22]([C:33]([F:34])([F:35])[F:36])[cH:23][c:24](-[c:26]4[cH:27][cH:28][c:29]([F:32])[cH:30][cH:31]4)[n:25]3)[cH:19]2)[cH:12][cH:13]1.[Cl:44][CH2:45][Cl:46].[F:37][C:38]([F:39])([F:40])[C:41]([OH:42])=[O:43]>>[NH2:5][S:6](=[O:7])(=[O:8])[c:9]1[s:10][c:11](-[c:14]2[n:15][cH:16][cH:17][c:18](-[c:20]3[n:21][c:22]([C:33]([F:34])([F:35])[F:36])[cH:23][c:24](-[c:26]4[cH:27][cH:28][c:29]([F:32])[cH:30][cH:31]4)[n:25]3)[cH:19]2)[cH:12][cH:13]1. The reactants are NC1(CCC1)C1=CC=C(C=C1)C=1C(=CC2=C(OCC(N2CCC#N)=O)N1)C1=CC=CC=C1 (3-(6-(4-(1-aminocyclobutyl)phenyl)-2-oxo-7-phenyl-2,3-dihydro-1H-pyrido[2,3-b][1,4]oxazin-1-yl)propanenitrile), C(C)(C)(C)OC(NC1(CCC1)C1=CC=C(C=C1)C=1C(=CC2=C(OCC(N2CCC)=O)N1)C1=CC=CC=C1)=O (tert-butyl(1-(4-(2-oxo-7-phenyl-1-propyl-2,3-dihydro-1H-pyrido[2,3-b][1,4]oxazin-6-yl)phenyl)cyclobutyl)carbamate). Product: NC1(CCC1)C1=CC=C(C=C1)C=1C(=CC2=C(OCC(N2CCC)=O)N1)C1=CC=CC=C1 (6-(4-(1-aminocyclobutyl)phenyl)-7-phenyl-1-propyl-1H-pyrido[2,3-b][1,4]oxazin-2(3H)-one). Reaction SMILES: [NH2:1][C:2]1([C:6]2[CH:11]=[CH:10][C:9]([C:12]3[C:13]([C:27]4[CH:32]=[CH:31][CH:30]=[CH:29][CH:28]=4)=[CH:14][C:15]4[N:20]([CH2:21][CH2:22][C:23]#N)[C:19](=[O:25])[CH2:18][O:17][C:16]=4[N:26]=3)=[CH:8][CH:7]=2)[CH2:5][CH2:4][CH2:3]1.C(OC(=O)NC1(C2C=CC(C3C(C4C=CC=CC=4)=CC4N(CCC)C(=O)COC=4N=3)=CC=2)CCC1)(C)(C)C>>[NH2:1][C:2]1([C:6]2[CH:7]=[CH:8][C:9]([C:12]3[C:13]([C:27]4[CH:28]=[CH:29][CH:30]=[CH:31][CH:32]=4)=[CH:14][C:15]4[N:20]([CH2:21][CH2:22][CH3:23])[C:19](=[O:25])[CH2:18][O:17][C:16]=4[N:26]=3)=[CH:10][CH:11]=2)[CH2:3][CH2:4][CH2:5]1. Reported procedure: Following the procedure for 3-(6-(4-(1-aminocyclobutyl)phenyl)-2-oxo-7-phenyl-2,3-dihydro-1H-pyrido[2,3-b][1,4]oxazin-1-yl)propanenitrile, tert-butyl(1-(4-(2-oxo-7-phenyl-1-propyl-2,3-dihydro-1H-pyrido[2,3-b][1,4]oxazin-6-yl)phenyl)cyclobutyl)carbamate (40 mg, 0.078 mmol) was reacted to afford the title compound (16.5 mg). 1H NMR (500 MHz, CH3OD) 7.55 (1H, s), 7.41 (2H, d), 7.38 (2H, d), 7.32 (3H, m), 7.24 (2H, m), 4.96 (2H, s), 4.02 (2H, t), 2.73-2.78 (2H, m), 2.54-2.60 (2H, m), 2.20-2.28 (1H, ... The reactants are C(C)(=O)NC(CSC(C)=O)=O (N-acetyl-2-(acetylthio) acetamide), Cl (hydrochloric acid), C(C)I (ethyl iodide), [H-].[Na+] (sodium hydride), [H][H] (hydrogen). The solvent is C(C)(=O)O (acetic acid), CN(C=O)C (dimethylformamide), CCOCC (ether), O (water). Yields the product C(C)(=O)N(C(CSC(C)=O)=O)CC (N-acetyl-N-ethyl-2-(acetylthio) acetamide). RXN SMILES: [C:1]([NH:4][C:5](=[O:11])[CH2:6][S:7][C:8](=[O:10])[CH3:9])(=[O:3])[CH3:2].[H-].[Na+].[H][H].[CH2:16](I)[CH3:17].Cl>O.CCOCC.C(O)(=O)C.CN(C)C=O>[C:1]([N:4]([CH2:16][CH3:17])[C:5](=[O:11])[CH2:6][S:7][C:8](=[O:10])[CH3:9])(=[O:3])[CH3:2] |f:1.2|. Procedure: A solution of 11 g. (0.063 mole) of N-acetyl-2-(acetylthio) acetamide in 75 ml. of dry dimethylformamide was cooled to -30° C. and there was then added 3.02 g. (0.063 mole) of 50% sodium hydride. The reaction mixture was aged until hydrogen evolution ceased. There was then added 5.1 ml. (0.063 mole) of ethyl iodide after cooling the reaction mixture to -40° C., after which the reaction mixture was allowed to come to room temperature and age overnight. A precipitate formed. There was next added 5... The reactants are C(C)OC(C(C)OC1=C(C=CC=C1Cl)Cl)=O ((+)-2-(2,6-dichlorophenoxy)-propionic acid ethylester), NCCN (1,2-diaminoethane), C11H14Cl2N2O2. Solvent: C(C)O (ethanol). Yields the product NCCNC(C(C)OC1=C(C=CC=C1Cl)Cl)=O ((+)-2-(2,6-dichlorophenoxy)-propionic acid-N-(2-aminoethyl)amide). The yield is 76.7%. RXN SMILES: C(O[C:4](=[O:16])[CH:5]([O:7][C:8]1[C:13]([Cl:14])=[CH:12][CH:11]=[CH:10][C:9]=1[Cl:15])[CH3:6])C.[NH2:17][CH2:18][CH2:19][NH2:20]>C(O)C>[NH2:17][CH2:18][CH2:19][NH:20][C:4](=[O:16])[CH:5]([O:7][C:8]1[C:9]([Cl:15])=[CH:10][CH:11]=[CH:12][C:13]=1[Cl:14])[CH3:6]. Reported procedure: 42.0 g (=0.160 mols) of (+)-2-(2,6-dichlorophenoxy)-propionic acid ethylester are stirred for 6 hours at room temperature with 194.0 g (=3.228 mols) of 1,2-diaminoethane and, after working up, produce 34.0 g of (+)-2-(2,6-dichlorophenoxy)-propionic acid-N-(2-aminoethyl)amide, C11H14Cl2N2O2 [277.2] as a high viscosity oil, [α]D20 =+5.6° (c=1/ethanol).